From a dataset of the Open Reaction Database (ORD), a public repository of structured organic reaction records. describe an organic reaction: reactants, conditions, products, and yield Starting materials: O=C1Nc2cc([N+](=O)[O-])ccc2OC1C1CC1, CCO, [Cl-], ClCCl, [Fe], [NH4+], O. The product is Nc1ccc2c(c1)NC(=O)C(C1CC1)O2. As a reaction SMILES: [CH2:1]1[CH:2]([CH:4]2[O:5][c:6]3[c:7]([cH:11][c:12]([N+:15]([O-:16])=[O:17])[cH:13][cH:14]3)[NH:8][C:9]2=[O:10])[CH2:3]1.[CH3:20][CH2:21][OH:22].[Cl-:18].[Cl:24][CH2:25][Cl:26].[Fe:27].[NH4+:19].[OH2:23]>>[CH2:1]1[CH:2]([CH:4]2[O:5][c:6]3[c:7]([cH:11][c:12]([NH2:15])[cH:13][cH:14]3)[NH:8][C:9]2=[O:10])[CH2:3]1. The reactants are ClC(=O)OCC (Ethyl chloroformate), NC(CN(S(=O)(=O)C)C1=C2N=C(C(=NC2=CC(=C1Cl)Cl)OC)OC)=NO (N-(2-amino-2-hydroxyiminoethyl)-N-(6,7-dichloro-2,3-dimethoxyquinoxalin-5-yl)methanesulphonamide), ice. The solvent is N1=CC=CC=C1 (pyridine). Reaction conditions: temperature 0 celsius, time 16 hour. Product: NC(CN(S(=O)(=O)C)C1=C2N=C(C(=NC2=CC(=C1Cl)Cl)OC)OC)=NOC(=O)OCC (N-(2-amino-2-ethoxycarbonyloxyiminoethyl)-N-(6,7-dichloro-2,3-dimethoxyquinoxalin-5-yl)methanesulphonamide). The yield is 76.0%. As a reaction SMILES: [NH2:1][C:2](=[N:25][OH:26])[CH2:3][N:4]([C:9]1[C:18]([Cl:19])=[C:17]([Cl:20])[CH:16]=[C:15]2[C:10]=1[N:11]=[C:12]([O:23][CH3:24])[C:13]([O:21][CH3:22])=[N:14]2)[S:5]([CH3:8])(=[O:7])=[O:6].Cl[C:28]([O:30][CH2:31][CH3:32])=[O:29]>N1C=CC=CC=1>[NH2:1][C:2](=[N:25][O:26][C:28]([O:30][CH2:31][CH3:32])=[O:29])[CH2:3][N:4]([C:9]1[C:18]([Cl:19])=[C:17]([Cl:20])[CH:16]=[C:15]2[C:10]=1[N:11]=[C:12]([O:23][CH3:24])[C:13]([O:21][CH3:22])=[N:14]2)[S:5]([CH3:8])(=[O:6])=[O:7]. Procedure: The product of step (a) (852 g, 2.008 mmol) was dissolved in dry pyridine (12 ml) and cooled to 0° C. Ethyl chloroformate (479 mg, 4.418 mmol) was added over 5 minutes. The mixture was stirred at room temperature for 16 hours and poured into ice-cold water (40 ml). The resulting precipitate was collected by filtration and dried under reduced pressure at 60° C. to give N-(2-amino-2-ethoxycarbonyloxyiminoethyl)-N-(6,7-dichloro-2,3-dimethoxyquinoxalin-5-yl)methanesulphonamide (757 mg, 76%). Reactants: [H-].[Na+] (sodium hydride), C(C1=CC=CC=C1)Br (benzyl bromide), ClC1=C(C(=O)C=2C=NN(C2O)CC)C=CC(=C1C1=NOCC1)S(=O)(=O)C (4-[2-chloro-3-(4,5-dihydroisoxazol-3-yl)-4-methylsulfonylbenzoyl]-1-ethyl-5-hydroxy-1H-pyrazole). Solvent: O1CCOCC1 (dioxane). Yields the product C(C1=CC=CC=C1)OC1=C(C=NN1CC)C(C1=C(C(=C(C=C1)S(=O)(=O)C)C1=NOCC1)Cl)=O (5-benzyloxy-4-[2-chloro-3-(4,5-dihydroisoxazol-3-yl)-4-methylsulfonylbenzoyl]-1-ethyl-1H-pyrazole). The yield is 20.5%. As a reaction SMILES: [H-].[Na+].[CH2:3](Br)[C:4]1[CH:9]=[CH:8][CH:7]=[CH:6][CH:5]=1.[Cl:11][C:12]1[C:27]([C:28]2[CH2:32][CH2:31][O:30][N:29]=2)=[C:26]([S:33]([CH3:36])(=[O:35])=[O:34])[CH:25]=[CH:24][C:13]=1[C:14]([C:16]1[CH:17]=[N:18][N:19]([CH2:22][CH3:23])[C:20]=1[OH:21])=[O:15]>O1CCOCC1>[CH2:3]([O:21][C:20]1[N:19]([CH2:22][CH3:23])[N:18]=[CH:17][C:16]=1[C:14](=[O:15])[C:13]1[CH:24]=[CH:25][C:26]([S:33]([CH3:36])(=[O:35])=[O:34])=[C:27]([C:28]2[CH2:32][CH2:31][O:30][N:29]=2)[C:12]=1[Cl:11])[C:4]1[CH:9]=[CH:8][CH:7]=[CH:6][CH:5]=1 |f:0.1|. Procedure: 1.44 g (60 mmol) of sodium hydride and 10.40 g (60 mmol) of benzyl bromide were added a little at a time to a solution of 6.00 g (15 mmol) of 4-[2-chloro-3-(4,5-dihydroisoxazol-3-yl)-4-methylsulfonylbenzoyl]-1-ethyl-5-hydroxy-1H-pyrazole in 300 ml of dry dioxane. The mixture was stirred under reflux for 24 hours, the solvent was removed under reduced pressure and the residue was taken up in dichloromethane and washed three times with water. The organic phase was dried and concentrated and the re...